Dataset: the Open Reaction Database (ORD), a public repository of structured organic reaction records. Task: describe an organic reaction: reactants, conditions, products, and yield Starting materials: CC1=CC=C(C=C1)NC(C1=C(C=CC=C1C)NC(=O)OC(C)(C)C)=O (N-(4-methylphenyl)-2-{[(1,1-dimethylethoxy)carbonyl]amino}-6-methyl-benzamide), Cl (hydrogen chloride). Solvent: CO (methanol), O1CCOCC1 (dioxane). Run at temperature 18 celsius, time 210 minute. Product: Cl.NC1=C(C(=O)NC2=CC=C(C=C2)C)C(=CC=C1)C (2-Amino-N-(4-methylphenyl)-6-methylbenzamide, Hydrochloride). As a reaction SMILES: [CH3:1][C:2]1[CH:7]=[CH:6][C:5]([NH:8][C:9](=[O:25])[C:10]2[C:15]([CH3:16])=[CH:14][CH:13]=[CH:12][C:11]=2[NH:17]C(OC(C)(C)C)=O)=[CH:4][CH:3]=1.[ClH:26]>CO.O1CCOCC1>[ClH:26].[NH2:17][C:11]1[CH:12]=[CH:13][CH:14]=[C:15]([CH3:16])[C:10]=1[C:9]([NH:8][C:5]1[CH:6]=[CH:7][C:2]([CH3:1])=[CH:3][CH:4]=1)=[O:25] |f:4.5|. Reported procedure: A stirred solution of N-(4-methylphenyl)-2-{[(1,1-dimethylethoxy)carbonyl]amino}-6-methyl-benzamide (1.67 g, 4.90 mmol) in methanol (4 mL) under an argon atmosphere, is treated with a saturated solution of hydrogen chloride in dioxane (30 mL) and stirred at 18° C. for 210 minutes. The solvent is evaporated off under reduced pressure to give the crude product which is purified by recrystallisation from methanol-di-isopropyl ether to give the title compound as a colourless crystalline solid, m.p. ...